This data is from the Open Reaction Database (ORD), a public repository of structured organic reaction records. The task is: describe an organic reaction: reactants, conditions, products, and yield Starting materials: Cn1nncc1C(=O)c1ccc(OCc2ccccc2)cc1, C1CCOC1, CCOC(=O)C[Si](C)(C)C, C[Si](C)(C)[N-][Si](C)(C)C, [Li+]. Product: CCOC(=O)C=C(c1ccc(OCc2ccccc2)cc1)c1cnnn1C. Reaction SMILES: [CH2:21]([c:22]1[cH:23][cH:24][cH:25][cH:26][cH:27]1)[O:28][c:29]1[cH:30][cH:31][c:32]([C:35](=[O:36])[c:37]2[n:38]([CH3:42])[n:39][n:40][cH:41]2)[cH:33][cH:34]1.[CH2:43]1[O:44][CH2:45][CH2:46][CH2:47]1.[CH3:11][Si:12]([CH3:13])([CH3:14])[CH2:15][C:16](=[O:17])[O:18][CH2:19][CH3:20].[CH3:1][Si:2]([N-:3][Si:4]([CH3:5])([CH3:6])[CH3:7])([CH3:8])[CH3:9].[Li+:10]>>[CH:15]([C:16](=[O:17])[O:18][CH2:19][CH3:20])=[C:35]([c:32]1[cH:31][cH:30][c:29]([O:28][CH2:21][c:22]2[cH:23][cH:24][cH:25][cH:26][cH:27]2)[cH:34][cH:33]1)[c:37]1[n:38]([CH3:42])[n:39][n:40][cH:41]1. Reactants: Oc1cccc(Cl)c1, Clc1nc(Nc2cc[nH]n2)cc2ccccc12. Yields the product Clc1cccc(Oc2nc(Nc3cc[nH]n3)cc3ccccc23)c1. RXN SMILES: [Cl:18][c:19]1[cH:20][c:21]([OH:25])[cH:22][cH:23][cH:24]1.[Cl:1][c:2]1[n:3][c:4]([NH:12][c:13]2[n:14][nH:15][cH:16][cH:17]2)[cH:5][c:6]2[cH:7][cH:8][cH:9][cH:10][c:11]12>>[c:2]1([O:25][c:21]2[cH:20][c:19]([Cl:18])[cH:24][cH:23][cH:22]2)[n:3][c:4]([NH:12][c:13]2[n:14][nH:15][cH:16][cH:17]2)[cH:5][c:6]2[cH:7][cH:8][cH:9][cH:10][c:11]12. Reaction SMILES: [CH3:1][C@@H:2]([NH:6][C@H:7]([C:15]([OH:17])=[O:16])[CH2:8][CH2:9][CH2:10][N:11]=C(N)N)[C:3]([OH:5])=[O:4]>[OH-].[Na+]>[NH2:11][CH2:10][CH2:9][CH2:8][CH:7]([NH:6][CH:2]([C:3]([OH:5])=[O:4])[CH3:1])[C:15]([OH:17])=[O:16] |f:1.2|. Reported procedure: 20 g of D-octopine in 100 ml of 1M NaOH was heated at 100° C. for 12-20 hr. The solution was evaporated to dryness to remove the ammonia and then dissolved in water. The pH was adjusted to 0.89 with 6M HCl and the solution was applied to a column of 200 g of Dowex-50 (H+ -form). The column was washed with water and then developed with 10% (v/v) aqueous ammonium hydroxide. The fractions that contained ninhydrin-positive material after removal of ammonia were combined, evaporated to dryness on a r... Yields the product NCCCC(C(=O)O)NC(C)C(=O)O (octopinic acid). The yield is 67.0%. Conditions: time 36 hour. Reactants: C[C@H](C(=O)O)N[C@@H](CCCN=C(N)N)C(=O)O (D-octopine). Solvent: [OH-].[Na+] (NaOH). Starting materials: C1(=CC=CC=C1)P(C1=CC=CC=C1)C1=CC=CC=C1 (triphenylphosphine), solution, N=[N+]=[N-] (hydrazoic acid), CC1=CC2=C(C(=C1)O)OC3=CC=C(C(=C3C(=O)OC2)OC)[C@H](CC(C)C)O (penicillide), N(=NC(=O)OCC)C(=O)OCC (diethyl azodicarboxylate). Run in C(Cl)Cl (methylene chloride), C1(=CC=CC=C1)C (toluene), O1CCCC1 (tetrahydrofuran). Conditions: temperature 25 celsius, time 12 hour. Product: N(=[N+]=[N-])C(CC(C)C)C1=C(C2=C(OC3=C(COC2=O)C=C(C=C3O)C)C=C1)OC (3-(1-Azido-3-methylbutyl)-11-hydroxy-4-methoxy-9-methyl-7H-dibenzo[b,g][1,5]dioxocin-5-one). RXN SMILES: C1(P(C2C=CC=CC=2)C2C=CC=CC=2)C=CC=CC=1.[NH:20]=[N+:21]=[N-:22].[CH3:23][C:24]1[CH:29]=[C:28]([OH:30])[C:27]2[O:31][C:32]3[C:37]([C:38]([O:40][CH2:41][C:26]=2[CH:25]=1)=[O:39])=[C:36]([O:42][CH3:43])[C:35]([C@@H:44](O)[CH2:45][CH:46]([CH3:48])[CH3:47])=[CH:34][CH:33]=3.N(C(OCC)=O)=NC(OCC)=O>C1(C)C=CC=CC=1.O1CCCC1.C(Cl)Cl>[N:20]([CH:44]([C:35]1[CH:34]=[CH:33][C:32]2[O:31][C:27]3[C:28]([OH:30])=[CH:29][C:24]([CH3:23])=[CH:25][C:26]=3[CH2:41][O:40][C:38](=[O:39])[C:37]=2[C:36]=1[O:42][CH3:43])[CH2:45][CH:46]([CH3:48])[CH3:47])=[N+:21]=[N-:22]. Reported procedure: 4.6 g (17.6 mmol) of triphenylphosphine and 29.3 ml of a freshly prepared 0.6 N solution of hydrazoic acid in toluene are added to 6 g (16.1 mmol) of penicillide (1b) in 100 ml of tetrahydrofuran. 2.7 ml (17.6 mmol) of diethyl azodicarboxylate are added dropwise to this mixture at 0° C. under argon. The mixture is then stirred at 25° C. for 12 h. After diluting with methylene chloride, the mixture is washed with aqueous bicarbonate, dried and evaporated. Chromatography on silica gel Si60 in diet... Starting materials: FC(C(C(S(=O)(=O)[O-])(F)F)F)(F)F.C(C)(C)(C)OC(=O)COC1=CC=C(C=C1)[S+](C1=CC=C(C=C1)OCC(=O)OC(C)(C)C)C1=CC=C(C=C1)OCC(=O)OC(C)(C)C (tris-(4-t-butoxycarbonylmethoxyphenyl) sulfonium 3,3,3,2,1,1-hexafluoropropane sulfonate), FC(C(C(S(=O)(=O)O)(F)F)F)(F)F (3,3,3,2,1,1-hexafluoropropane sulfonic acid). Solvent: C(C)O (ethanol). The product is FC(C(C(S(=O)(=O)[O-])(F)F)F)(F)F.OC1=CC=C(C=C1)[S+](C1=CC=C(C=C1)O)C1=CC=C(C=C1)O (tris-(4-hydroxyphenyl) sulfonium 3,3,3,2,1,1-hexafluoropropane sulfonate). Yield: 100.0%. As a reaction SMILES: [F:1][C:2]([F:13])([F:12])[CH:3]([F:11])[C:4]([F:10])([F:9])[S:5]([O-:8])(=[O:7])=[O:6].C(OC(C[O:22][C:23]1[CH:28]=[CH:27][C:26]([S+:29]([C:45]2[CH:50]=[CH:49][C:48]([O:51]CC(OC(C)(C)C)=O)=[CH:47][CH:46]=2)[C:30]2[CH:35]=[CH:34][C:33]([O:36]CC(OC(C)(C)C)=O)=[CH:32][CH:31]=2)=[CH:25][CH:24]=1)=O)(C)(C)C.FC(F)(F)C(F)C(F)(F)S(O)(=O)=O>C(O)C>[F:13][C:2]([F:1])([F:12])[CH:3]([F:11])[C:4]([F:9])([F:10])[S:5]([O-:8])(=[O:6])=[O:7].[OH:22][C:23]1[CH:28]=[CH:27][C:26]([S+:29]([C:45]2[CH:50]=[CH:49][C:48]([OH:51])=[CH:47][CH:46]=2)[C:30]2[CH:35]=[CH:34][C:33]([OH:36])=[CH:32][CH:31]=2)=[CH:25][CH:24]=1 |f:0.1,4.5|. Reported procedure: 56.8 g (0.08 mol) of tris-(4-butoxyphenyl) sulfonium 3,3,3,2,1,1-hexafluoropropane sulfonate (Synthesis Example 110) and 1.86 g (0.008 mol) of 3,3,3,2,1,1-hexafluoropropane sulfonic acid were dissolved in 200 ml of ethanol. The solution was heated under ref lux for 8 hours with stirring. After removal of the solvent by distillation, the obtained crude product of tris-(4-hydroxyphenyl) sulfonium 3,3,3,2,1,1-hexafluoropropane sulfonate (yield about 100%) was dissolved in 160 g of N,N-dimethylforma... Yields the product Cl.C(C)(=O)NC=1C=C2CC(C(C2=CC1)=O)CN(C)C (5-acetamido-2-dimethylaminomethyl-1-indanone hydrochloride). Procedure details: Dimethylammonium chloride (8.0 g), formalin solution (5.1 ml, 37%) and concentrated hydrochloric acid (2 drops) were stirred at room temperature for 5 minutes, then added to acetic anhydride (35 ml). After 20 minutes, vigorous boiling occurred. 5-Acetamido-indanone (11.5 g) was added and the mixture stirred at 100° C. for one hour, then concentrated. The crude product was treated with acetone (100 ml) for 3 minutes then the mixture was reconcentrated. Water (150 ml) was added and unreacted keton... Reactants: C(C)(=O)NC=1C=C2CCC(C2=CC1)=O (5-Acetamido-indanone), [Cl-].C[NH2+]C (Dimethylammonium chloride), C=O (formalin), C(C)(=O)OC(C)=O (acetic anhydride). The reagents and catalysts are Cl (hydrochloric acid). Reaction SMILES: [Cl-:1].[CH3:2][NH2+:3][CH3:4].C=O.C(O[C:11](=[O:13])[CH3:12])(=O)C.[C:14]([NH:17][C:18]1[CH:19]=[C:20]2C(=[CH:25][CH:26]=1)[C:23](=O)[CH2:22][CH2:21]2)(=[O:16])[CH3:15]>Cl>[ClH:1].[C:14]([NH:17][C:18]1[CH:19]=[C:20]2[C:12](=[CH:25][CH:26]=1)[C:11](=[O:13])[CH:22]([CH2:23][N:3]([CH3:4])[CH3:2])[CH2:21]2)(=[O:16])[CH3:15] |f:0.1,6.7|. Conditions: temperature 100 celsius, time 20 minute.